From a dataset of the Open Reaction Database (ORD), a public repository of structured organic reaction records. describe an organic reaction: reactants, conditions, products, and yield Starting materials: BrCCCCCCSC1CCN(CC1)C(=O)OC(C)(C)C (4-(6-bromohexylthio)-N-t-butyloxycarbonylpiperidine), CO.C[O-].[Na+] (sodium methoxide methanol). Solvent: CO (methanol). The product is COCCCCCCSC1CCN(CC1)C(=O)OC(C)(C)C (4-(6-methoxyhexylthio)-N-t-butyloxycarbonylpiperidine). As a reaction SMILES: Br[CH2:2][CH2:3][CH2:4][CH2:5][CH2:6][CH2:7][S:8][CH:9]1[CH2:14][CH2:13][N:12]([C:15]([O:17][C:18]([CH3:21])([CH3:20])[CH3:19])=[O:16])[CH2:11][CH2:10]1.[CH3:22][OH:23].C[O-].[Na+]>CO>[CH3:22][O:23][CH2:2][CH2:3][CH2:4][CH2:5][CH2:6][CH2:7][S:8][CH:9]1[CH2:14][CH2:13][N:12]([C:15]([O:17][C:18]([CH3:21])([CH3:20])[CH3:19])=[O:16])[CH2:11][CH2:10]1 |f:1.2.3|. Procedure: To a solution of 4-(6-bromohexylthio)-N-t-butyloxycarbonylpiperidine (4.95 g) in methanol (20 ml) was added 28% sodium methoxide methanol solution (26.6 ml), and the mixture was stirred under reflux for 4 hours. After cooling, the reaction mixture was evaporated in vacuo. The resulting residue was chromatographed on silica gel (400 ml) eluting with a mixture of n-hexane and ethyl acetate (5:1 v/v). The fractions containing the object compound were collected and evaporated under reduced pressure ... The product is COCCCNc1c(C(=O)N(CC(C)C)C2CC(C(=O)N3CCOCC3)CN(C(=O)OC(C)(C)C)C2)cnc2ccsc12. The reactants are COCCCN, CC(C)O, CCN(C(C)C)C(C)C, CC(C)CN(C(=O)c1cnc2ccsc2c1Cl)C1CC(C(=O)N2CCOCC2)CN(C(=O)OC(C)(C)C)C1, O. RXN SMILES: [CH3:39][O:40][CH2:41][CH2:42][CH2:43][NH2:44].[CH3:55][CH:56]([OH:57])[CH3:58].[CH:45]([N:46]([CH:47]([CH3:48])[CH3:49])[CH2:50][CH3:51])([CH3:52])[CH3:53].[Cl:1][c:2]1[c:3]2[c:4]([n:5][cH:6][c:7]1[C:8](=[O:9])[N:10]([CH:11]1[CH2:12][N:13]([C:25](=[O:26])[O:27][C:28]([CH3:29])([CH3:30])[CH3:31])[CH2:14][CH:15]([C:17](=[O:18])[N:19]3[CH2:20][CH2:21][O:22][CH2:23][CH2:24]3)[CH2:16]1)[CH2:32][CH:33]([CH3:34])[CH3:35])[cH:36][cH:37][s:38]2.[OH2:54]>>[c:2]1([NH:44][CH2:43][CH2:42][CH2:41][O:40][CH3:39])[c:3]2[c:4]([n:5][cH:6][c:7]1[C:8](=[O:9])[N:10]([CH:11]1[CH2:12][N:13]([C:25](=[O:26])[O:27][C:28]([CH3:29])([CH3:30])[CH3:31])[CH2:14][CH:15]([C:17](=[O:18])[N:19]3[CH2:20][CH2:21][O:22][CH2:23][CH2:24]3)[CH2:16]1)[CH2:32][CH:33]([CH3:34])[CH3:35])[cH:36][cH:37][s:38]2. The reactants are CC(C)C1C(N(C(N1)=O)CC=C)=O (5-(1-methylethyl)-3-(2-propenyl)-2,4-imidazolidinedione), N1C(=CC2=CC=CC=C12)CC1C(N(C(N1)=O)CC=C)=O (5-(1H-indol-2-ylmethyl)-3-(2-propenyl)-2,4-imidazolidinedione). Yields the product CC(CC1C(N(C(N1)=O)CC=C)=O)C (5-(2-methylpropyl)-3-(2-propenyl)-2,4-imidazolidinedione). As a reaction SMILES: [CH3:1]C(C1NC(=O)N(CC=C)C1=O)C.N1C2C(=CC=CC=2)[CH:16]=[C:15]1[CH2:23][CH:24]1[NH:28][C:27](=[O:29])[N:26]([CH2:30][CH:31]=[CH2:32])[C:25]1=[O:33]>>[CH3:1][CH:15]([CH3:16])[CH2:23][CH:24]1[NH:28][C:27](=[O:29])[N:26]([CH2:30][CH:31]=[CH2:32])[C:25]1=[O:33]. Reported procedure: 5-(1-methylethyl)-3-(2-propenyl)-2,4-imidazolidinedione; 5-(1H-indol-2-ylmethyl)-3-(2-propenyl)-2,4-imidazolidinedione; Starting materials: ClC1=CC=C2C(C(=O)OC(N2)=O)=C1 (5-chloroisatoic anhydride), BrC1=CC=C(N)C=C1 (4-bromoaniline). Product: BrC1=CC=C(C=C1)NC(C1=C(C=CC(=C1)Cl)N)=O (N-(4-bromophenyl)-2-amino-5-chlorobenzamide). As a reaction SMILES: [Cl:1][C:2]1[CH:13]=[C:6]2[C:7]([O:9]C(=O)[NH:11][C:5]2=[CH:4][CH:3]=1)=O.[Br:14][C:15]1[CH:21]=[CH:20][C:18]([NH2:19])=[CH:17][CH:16]=1>>[Br:14][C:15]1[CH:21]=[CH:20][C:18]([NH:19][C:7](=[O:9])[C:6]2[CH:13]=[C:2]([Cl:1])[CH:3]=[CH:4][C:5]=2[NH2:11])=[CH:17][CH:16]=1. Procedure details: A similar procedure starting from 5-chloroisatoic anhydride and 4-bromoaniline gave N-(4-bromophenyl)-2-amino-5-chlorobenzamide which gave the expected NMR, MS, and elemental analysis. The reactants are COC1=CC=C(C=C1)N1CNC(C12CCNCC2)=O (1-(4-methoxyphenyl)-1,3,8-triazaspiro[4,5]decan-4-one), C1(=CC=CC=C1)N(C1=CC=CC=C1)CCCBr (3-[N,N-diphenylamino]-1-bromopropane), [I-].[Na+] (sodium iodide), COC1=CC=C(C=C1)N1CNC(C12CCNCC2)=O (1-(4-methoxyphenyl)-1,3,8-triazaspiro[4,5]decan-4-one), C([O-])([O-])=O.[Na+].[Na+] (sodium carbonate), COC1=CC=C(C=C1)N1CNC(C12CCNCC2)=O (1-(4-methoxyphenyl)-1,3,8-triazaspiro[4,5]decan-4-one). Run in C(C)C(=O)C (methyl ethyl ketone). The product is C1(=CC=CC=C1)N(CCCN1CCC2(C(NCN2C2=CC=C(C=C2)OC)=O)CC1)C1=CC=CC=C1 (8-[3-(Diphenylamino)propyl]-1-(4-methoxyphenyl)-1,3,8-triazaspiro[4,5]decan-4-one). Reaction SMILES: [C:1]1([N:7]([CH2:14][CH2:15][CH2:16]Br)[C:8]2[CH:13]=[CH:12][CH:11]=[CH:10][CH:9]=2)[CH:6]=[CH:5][CH:4]=[CH:3][CH:2]=1.[CH3:18][O:19][C:20]1[CH:25]=[CH:24][C:23]([N:26]2[C:30]3([CH2:35][CH2:34][NH:33][CH2:32][CH2:31]3)[C:29](=[O:36])[NH:28][CH2:27]2)=[CH:22][CH:21]=1.C(=O)([O-])[O-].[Na+].[Na+].[I-].[Na+]>C(C(C)=O)C>[C:1]1([N:7]([C:8]2[CH:13]=[CH:12][CH:11]=[CH:10][CH:9]=2)[CH2:14][CH2:15][CH2:16][N:33]2[CH2:34][CH2:35][C:30]3([N:26]([C:23]4[CH:22]=[CH:21][C:20]([O:19][CH3:18])=[CH:25][CH:24]=4)[CH2:27][NH:28][C:29]3=[O:36])[CH2:31][CH2:32]2)[CH:6]=[CH:5][CH:4]=[CH:3][CH:2]=1 |f:2.3.4,5.6|. Procedure: A mixture of 940 mg. (0.00325 moles) of 3-[N,N-diphenylamino]-1-bromopropane (prepared according to the procedure of Example 2) and 850 mg. (0.00325 moles) of 1-(4-methoxyphenyl)-1,3,8-triazaspiro[4,5]decan-4-one, 400 mg. of sodium carbonate and 100 mg. of sodium iodide in 15 ml. of methyl ethyl ketone is refluxed for about 16 hours. The preparation of 1-(4-methoxyphenyl)-1,3,8-triazaspiro[4,5]decan-4-one is described in U.S. Pat. No. 3,155,670 to Janssen, issued Nov. 3, 1964. Solvent is evapora...